Dataset: the Open Reaction Database (ORD), a public repository of structured organic reaction records. Task: describe an organic reaction: reactants, conditions, products, and yield The reactants are Cl.NCC(C(C)(C)C)=O (1-Amino-3,3-dimethylbutan-2-one hydrochloride), [S-]C#N.[K+] (potassium thiocyanate). Solvent: O (water). Product: C(C)(C)(C)C=1N=C(NC1)S (4-tert.butylimidazole-2-thiol). Reaction SMILES: Cl.[NH2:2][CH2:3][C:4](=O)[C:5]([CH3:8])([CH3:7])[CH3:6].[S-:10][C:11]#[N:12].[K+]>O>[C:5]([C:4]1[N:12]=[C:11]([SH:10])[NH:2][CH:3]=1)([CH3:8])([CH3:7])[CH3:6] |f:0.1,2.3|. Procedure details: 35.2 g. 1-Amino-3,3-dimethylbutan-2-one hydrochloride and 30 g. potassium thiocyanate in 50 ml. water was warmed on the steam bath for two hours. After cooling, the solid formed was collected, washed with water, dried and recrystallised from industrial methylated spirit to give 4-tert.butylimidazole-2-thiol, melting point 232°-234°C. A solution/suspension of this in industrial methylated spirit was added to a solution of 4.5 g. sodium hydroxide in 100 ml. water. 17.6 g. Ethyl iodide was added fo... Starting materials: [Al+3], COC(=O)c1cc(Nc2cnccn2)nc(NC(C)c2ccc(F)cc2)c1, [H-], [H-], [H-], [H-], [Li+], [Na+], C1CCOC1, [OH-], O. Product: CC(Nc1cc(CO)cc(Nc2cnccn2)n1)c1ccc(F)cc1. Reaction SMILES: [Al+3:29].[F:1][c:2]1[cH:3][cH:4][c:5]([CH:8]([CH3:9])[NH:10][c:11]2[cH:12][c:13]([C:14](=[O:15])[O:16][CH3:17])[cH:18][c:19]([NH:21][c:22]3[n:23][cH:24][cH:25][n:26][cH:27]3)[n:20]2)[cH:6][cH:7]1.[H-:28].[H-:31].[H-:32].[H-:33].[Li+:30].[Na+:36].[O:37]1[CH2:38][CH2:39][CH2:40][CH2:41]1.[OH-:35].[OH2:34]>>[F:1][c:2]1[cH:3][cH:4][c:5]([CH:8]([CH3:9])[NH:10][c:11]2[cH:12][c:13]([CH2:14][OH:15])[cH:18][c:19]([NH:21][c:22]3[n:23][cH:24][cH:25][n:26][cH:27]3)[n:20]2)[cH:6][cH:7]1. Run in C(C)O (ethanol). Conditions: temperature 50 celsius, time 1.5 hour. Reported procedure: To a solution of ethyl 2-ethyl-5-(trifluoromethyl)-1,3-oxazole-4-carboxylate (2.00 g, 8.43 mmol) in ethanol (10 mL) was added 8N aqueous sodium hydroxide solution (3 mL), and the mixture was stirred at 50° C. for 1.5 hr. The reaction mixture was adjusted to pH 4 with 1N hydrochloric acid, and extracted with ethyl acetate. The organic layer was washed with water and saturated brine, dried over anhydrous magnesium sulfate and filtrated. The filtrate was concentrated under reduced pressure, and the... The yield is 45.4%. Yields the product C(C)C=1OC(=C(N1)C(=O)O)C(F)(F)F (2-ethyl-5-(trifluoromethyl)-1,3-oxazole-4-carboxylic acid). RXN SMILES: [CH2:1]([C:3]1[O:4][C:5]([C:13]([F:16])([F:15])[F:14])=[C:6]([C:8]([O:10]CC)=[O:9])[N:7]=1)[CH3:2].[OH-].[Na+].Cl>C(O)C>[CH2:1]([C:3]1[O:4][C:5]([C:13]([F:16])([F:15])[F:14])=[C:6]([C:8]([OH:10])=[O:9])[N:7]=1)[CH3:2] |f:1.2|. Reactants: C(C)C=1OC(=C(N1)C(=O)OCC)C(F)(F)F (ethyl 2-ethyl-5-(trifluoromethyl)-1,3-oxazole-4-carboxylate), [OH-].[Na+] (sodium hydroxide), Cl (hydrochloric acid). The reactants are CC(C)(C)OC(=N)C(Cl)(Cl)Cl, O=C([O-])[O-], ClCCl, COC(=O)c1c(-c2ccccc2)c2cc(Br)ccc2c(=O)n1Cc1ccc(C(=O)O)cc1, [K+], [K+]. The product is COC(=O)c1c(-c2ccccc2)c2cc(Br)ccc2c(=O)n1Cc1ccc(C(=O)OC(C)(C)C)cc1. Reaction SMILES: [C:33]([CH3:34])([CH3:35])([CH3:36])[O:37][C:38](=[NH:39])[C:40]([Cl:41])([Cl:42])[Cl:43].[C:44](=[O:45])([O-:46])[O-:47].[CH2:50]([Cl:51])[Cl:52].[CH3:1][O:2][C:3](=[O:4])[c:5]1[n:6]([CH2:23][c:24]2[cH:25][cH:26][c:27]([C:30](=[O:31])[OH:32])[cH:28][cH:29]2)[c:7](=[O:22])[c:8]2[cH:9][cH:10][c:11]([Br:21])[cH:12][c:13]2[c:14]1-[c:15]1[cH:16][cH:17][cH:18][cH:19][cH:20]1.[K+:48].[K+:49]>>[CH3:1][O:2][C:3](=[O:4])[c:5]1[n:6]([CH2:23][c:24]2[cH:25][cH:26][c:27]([C:30](=[O:31])[O:32][C:33]([CH3:34])([CH3:35])[CH3:36])[cH:28][cH:29]2)[c:7](=[O:22])[c:8]2[cH:9][cH:10][c:11]([Br:21])[cH:12][c:13]2[c:14]1-[c:15]1[cH:16][cH:17][cH:18][cH:19][cH:20]1. Reactants: NC1=CC(=NN1C=1C=C2C(OC(C2=CC1Cl)(F)F)(F)F)C#N (5-amino-1-(6-chloro-1,1,3,3-tetrafluoro-1,3-dihydroisobenzofuran-5-yl)-3-cyanopyrazole), S(=O)(Cl)Cl (thionyl chloride), FC(S(=O)[O-])(F)F.[Na+] (sodium trifluoro-methanesulfinate), S(=O)(=O)(O)C1=CC=C(C)C=C1.CNC (dimethylamine tosylate). The solvent is C1(=CC=CC=C1)C (toluene), O (water). Reaction conditions: temperature 55 celsius, time 10 hour. Yields the product NC1=C(C(=NN1C=1C=C2C(OC(C2=CC1Cl)(F)F)(F)F)C#N)SC(F)(F)F (5-amino-1-(6-chloro-1,1,3,3-tetrafluoro-1,3-dihydroisobenzofuran-5-yl)-3-cyano-4-trifluoromethylsulfenylpyrazole). Isolated yield 46.2%. Reaction SMILES: [NH2:1][C:2]1[N:6]([C:7]2[CH:8]=[C:9]3[C:13](=[CH:14][C:15]=2[Cl:16])[C:12]([F:18])([F:17])[O:11][C:10]3([F:20])[F:19])[N:5]=[C:4]([C:21]#[N:22])[CH:3]=1.[F:23][C:24]([F:29])([F:28])[S:25]([O-])=O.[Na+].S(C1C=CC(C)=CC=1)(O)(=O)=O.CNC.S(Cl)(Cl)=O>C1(C)C=CC=CC=1.O>[NH2:1][C:2]1[N:6]([C:7]2[CH:8]=[C:9]3[C:13](=[CH:14][C:15]=2[Cl:16])[C:12]([F:18])([F:17])[O:11][C:10]3([F:20])[F:19])[N:5]=[C:4]([C:21]#[N:22])[C:3]=1[S:25][C:24]([F:29])([F:28])[F:23] |f:1.2,3.4|. Procedure details: To a suspension wherein 5-amino-1-(6-chloro-1,1,3,3-tetrafluoro-1,3-dihydroisobenzofuran-5-yl)-3-cyanopyrazole (665 mg, 2.00 mmol), sodium trifluoro-methanesulfinate (624 mg, 4.00 mmol) and dimethylamine tosylate (1.086 g, 5.00 mmol) are in toluene (5 ml), thionyl chloride (476 mg, 2.00 mmol) was added dropwise under ice cooling over a period of about 10 minutes and stirred at 50 to 60° C. for 10 hours. After allowing time to cool, the reaction solution was poured into water, extracted with ethy... Yields the product CC#CCn1c(N2CCNCC2)nc2c1c(=O)n(C)c(=O)n2C. RXN SMILES: [C:1]([O:2][C:3](=[O:4])[N:8]1[CH2:9][CH2:10][N:11]([c:14]2[n:15][c:16]3[n:17]([CH3:30])[c:18](=[O:29])[n:19]([CH3:28])[c:20](=[O:27])[c:21]3[n:22]2[CH2:23][C:24]#[C:25][CH3:26])[CH2:12][CH2:13]1)([CH3:5])([CH3:6])[CH3:7].[OH:31][C:32]([C:33]([F:34])([F:35])[F:36])=[O:37]>>[NH:8]1[CH2:9][CH2:10][N:11]([c:14]2[n:15][c:16]3[n:17]([CH3:30])[c:18](=[O:29])[n:19]([CH3:28])[c:20](=[O:27])[c:21]3[n:22]2[CH2:23][C:24]#[C:25][CH3:26])[CH2:12][CH2:13]1. The reactants are CC#CCn1c(N2CCN(C(=O)OC(C)(C)C)CC2)nc2c1c(=O)n(C)c(=O)n2C, O=C(O)C(F)(F)F.